This data is from the Open Reaction Database (ORD), a public repository of structured organic reaction records. The task is: describe an organic reaction: reactants, conditions, products, and yield The reactants are [Li]CCCC, CC(=O)C(=CN(C)C)c1cccc(C(F)(F)F)c1, COCC(=O)Cl, CN(C)P(=O)(N(C)C)N(C)C, CC(C)NC(C)C, [K+], C1CCOC1, O=P([O-])(O)O, O=c1cccc[nH]1. Yields the product COCC(=O)CC(=O)C(=CN(C)C)c1cccc(C(F)(F)F)c1. RXN SMILES: [CH2:8]([Li:9])[CH2:10][CH2:11][CH3:12].[CH3:13][N:14]([CH:15]=[C:16]([C:17]([CH3:18])=[O:19])[c:20]1[cH:21][c:22]([C:26]([F:27])([F:28])[F:29])[cH:23][cH:24][cH:25]1)[CH3:30].[CH3:31][O:32][CH2:33][C:34](=[O:35])[Cl:36].[CH3:55][N:56]([P:57]([N:58]([CH3:59])[CH3:60])([N:61]([CH3:62])[CH3:63])=[O:64])[CH3:65].[CH:1]([NH:2][CH:3]([CH3:4])[CH3:5])([CH3:6])[CH3:7].[K+:37].[O:50]1[CH2:51][CH2:52][CH2:53][CH2:54]1.[OH:38][P:39](=[O:40])([O-:41])[OH:42].[nH:43]1[cH:44][cH:45][cH:46][cH:47][c:48]1=[O:49]>>[CH3:13][N:14]([CH:15]=[C:16]([C:17]([CH2:18][C:34]([CH2:33][O:32][CH3:31])=[O:35])=[O:19])[c:20]1[cH:21][c:22]([C:26]([F:27])([F:28])[F:29])[cH:23][cH:24][cH:25]1)[CH3:30]. The reactants are BrCBr (dibromomethane), potassium carbonate anhydride, cupric oxide, O (water), OC=1C=C(C=CC1O)CCC(=O)N1CCCC1 (3-(3,4-dihydroxyphenyl)-propionylpyrrolidine). The solvent is CN(C=O)C (N,N-dimethylformamide). Conditions: time 4 hour. The product is O1COC2=C1C=CC(=C2)CCC(=O)N2CCCC2 (N-[3-(1.3-benzodioxol-5-yl)propionyl]pyrrolidine). Reaction SMILES: [OH:1][C:2]1[CH:3]=[C:4]([CH2:9][CH2:10][C:11]([N:13]2[CH2:17][CH2:16][CH2:15][CH2:14]2)=[O:12])[CH:5]=[CH:6][C:7]=1[OH:8].Br[CH2:19]Br.O>CN(C)C=O>[O:8]1[C:7]2[CH:6]=[CH:5][C:4]([CH2:9][CH2:10][C:11]([N:13]3[CH2:17][CH2:16][CH2:15][CH2:14]3)=[O:12])=[CH:3][C:2]=2[O:1][CH2:19]1. Procedure: 0.92 g of N-[3-(3,4-dihydroxyphenyl)-propionylpyrrolidine was dissolved in 10 ml of N,N-dimethylformamide and then 1.2 g of dibromomethane and 1.2 g of potassium carbonate anhydride and 100 mg of cupric oxide were added to the solution and the resulting solution was stirred at 130°-140° C. for 4 hours. After cooling, the solution was poured over iced water, extracted with ethyl acetate, washed with water and then dried with sodium sulfate anhydride. The solvent was removed by evaporation under r... Starting materials: CCOC(=N)c1ccccc1C#N, O=C(Cl)c1ccccc1C(F)(F)F. Product: CCOC(=NC(=O)c1ccccc1C(F)(F)F)c1ccccc1C#N. RXN SMILES: [C:1](#[N:2])[c:3]1[c:4]([C:5]([O:6][CH2:7][CH3:8])=[NH:9])[cH:10][cH:11][cH:12][cH:13]1.[F:14][C:15]([c:16]1[c:17]([C:18](=[O:19])[Cl:20])[cH:21][cH:22][cH:23][cH:24]1)([F:25])[F:26]>>[C:1](#[N:2])[c:3]1[c:4]([C:5]([O:6][CH2:7][CH3:8])=[N:9][C:18]([c:17]2[c:16]([C:15]([F:14])([F:25])[F:26])[cH:24][cH:23][cH:22][cH:21]2)=[O:19])[cH:10][cH:11][cH:12][cH:13]1. Starting materials: OC(C=1C=NOC1C1CC1)C1=C(C=C(C=C1)C(F)(F)F)[N+](=O)[O-] (4-[hydroxy-(2-nitro-4-trifluoromethylphenyl)methyl]-5-cyclopropylisoxazole), P(Cl)(Cl)Cl (phosphorous trichloride). Run in ClCCl (dichloromethane). Run at temperature 0 celsius, time 2 hour. Product: ClC(C=1C=NOC1C1CC1)C1=C(C=C(C=C1)C(F)(F)F)[N+](=O)[O-] (4-[chloro-(2-nitro-4-trifluoromethylphenyl)methyl]-5-cyclopropylisoxazole). The yield is 84.0%. Reaction SMILES: O[CH:2]([C:11]1[CH:16]=[CH:15][C:14]([C:17]([F:20])([F:19])[F:18])=[CH:13][C:12]=1[N+:21]([O-:23])=[O:22])[C:3]1[CH:4]=[N:5][O:6][C:7]=1[CH:8]1[CH2:10][CH2:9]1.P(Cl)(Cl)[Cl:25]>ClCCl>[Cl:25][CH:2]([C:11]1[CH:16]=[CH:15][C:14]([C:17]([F:20])([F:19])[F:18])=[CH:13][C:12]=1[N+:21]([O-:23])=[O:22])[C:3]1[CH:4]=[N:5][O:6][C:7]=1[CH:8]1[CH2:10][CH2:9]1. Procedure details: A mixture of 4-[hydroxy-(2-nitro-4-trifluoromethylphenyl)methyl]-5-cyclopropylisoxazole (0.89 g) and phosphorous trichloride (0.57 g) in dichloromethane (50 ml) were stirred at 0° C. for 2 hours. The reaction mixture was quenched with water and extracted with dichloromethane. The organic extracts were dried (anhydrous magnesium sulphate), filtered and evaporated to dryness. The crude product was purified by column chromatography on silica eluted with a mixture of petroleum ether/ethyl acetate to... Reactants: NC=1C(=NNC1)C1=NC=2C(=CC=3C(C(N(C3C2)CC)=O)(C)C)N1 (2-(4-amino-1H-pyrazol-3-yl)-5-ethyl-7,7-dimethyl-5,7-dihydro-1H-imidazo[4,5-f]indol-6-one), C1(=CC=CC=C1)[C@H]1[C@@H](C1)C(=O)Cl (trans-2-phenyl cyclopropan-1-carbonyl chloride). Product: C(C)N1C(C(C=2C=C3C(=CC12)N=C(N3)C3=NNC=C3NC(=O)C3C(C3)C3=CC=CC=C3)(C)C)=O (2-Phenyl-cyclopropanecarboxylic acid[3-(5-ethyl-7,7-dimethyl-6-oxo-1,5,6,7-tetrahydro-imidazo[4,5-f]indol-2-yl)-1H-pyrazol-4-yl]-amide), powder. Isolated yield 59.0%. As a reaction SMILES: [NH2:1][C:2]1[C:3]([C:7]2[NH:23][C:10]3=[CH:11][C:12]4[C:13]([CH3:22])([CH3:21])[C:14](=[O:20])[N:15]([CH2:18][CH3:19])[C:16]=4[CH:17]=[C:9]3[N:8]=2)=[N:4][NH:5][CH:6]=1.[C:24]1([C@@H:30]2[CH2:32][C@H:31]2[C:33](Cl)=[O:34])[CH:29]=[CH:28][CH:27]=[CH:26][CH:25]=1>>[CH2:18]([N:15]1[C:16]2[CH:17]=[C:9]3[N:8]=[C:7]([C:3]4[C:2]([NH:1][C:33]([CH:31]5[CH2:32][CH:30]5[C:24]5[CH:29]=[CH:28][CH:27]=[CH:26][CH:25]=5)=[O:34])=[CH:6][NH:5][N:4]=4)[NH:23][C:10]3=[CH:11][C:12]=2[C:13]([CH3:22])([CH3:21])[C:14]1=[O:20])[CH3:19]. Procedure: 2-Phenyl-cyclopropanecarboxylic acid[3-(5-ethyl-7,7-dimethyl-6-oxo-1,5,6,7-tetrahydro-imidazo[4,5-f]indol-2-yl)-1H-pyrazol-4-yl]-amide was prepared using 2-(4-amino-1H-pyrazol-3-yl)-5-ethyl-7,7-dimethyl-5,7-dihydro-1H-imidazo[4,5-f]indol-6-one (250 mg, 0.81 mmol) and trans-2-phenyl cyclopropan-1-carbonyl chloride (137 μl, 0.89 mmol). The title compound was obtained as yellow powder (216 mg, 59%). Reaction SMILES: [Br:3][CH2:4][CH2:5][c:6]1[c:7]([N+:13](=[O:14])[O-:15])[cH:8][c:9]([Cl:12])[cH:10][cH:11]1.[CH2:16]1[O:17][CH2:18][CH2:19][CH2:20]1.[CH3:1][NH2:2]>>[CH3:1][NH:2][CH2:4][CH2:5][c:6]1[c:7]([N+:13](=[O:14])[O-:15])[cH:8][c:9]([Cl:12])[cH:10][cH:11]1. Reactants: O=[N+]([O-])c1cc(Cl)ccc1CCBr, C1CCOC1, CN. Product: CNCCc1ccc(Cl)cc1[N+](=O)[O-].